This data is from the Open Reaction Database (ORD), a public repository of structured organic reaction records. The task is: describe an organic reaction: reactants, conditions, products, and yield Reactants: CCOC(=O)c1coc(Cl)n1, Nc1ccc(Cl)cc1. The product is O=C(Nc1ccc(Cl)cc1)c1coc(Cl)n1. Reaction SMILES: [Cl:1][c:2]1[o:3][cH:4][c:5]([C:7]([O:9][CH2:8][CH3:10])=[O:11])[n:6]1.[NH2:12][c:13]1[cH:14][cH:15][c:16]([Cl:17])[cH:18][cH:19]1>>[Cl:1][c:2]1[o:3][cH:4][c:5]([C:7](=[O:9])[NH:12][c:13]2[cH:14][cH:15][c:16]([Cl:17])[cH:18][cH:19]2)[n:6]1. The reactants are C(C)C1=NNC(=N1)N (3-ethyl-1H-1,2,4-triazol-5-amine), N1N=NC2=C1C=CC(=C2)C(CC(=O)OCC)=O (ethyl 3-(1H-benzo[d][1,2,3]triazol-5-yl)-3-oxopropanoate), CC=1C=CC(=CC1)S(=O)(=O)O (TsOH). The solvent is C1(=CC=CC=C1)OC1=CC=CC=C1 (diphenyl ether). Conditions: temperature 130 celsius, time 8 hour. Yields the product N1N=NC2=C1C=CC(=C2)C=2NC=1N(C(C2)=O)N=C(N1)CC (5-(1H-benzo[d][1,2,3]triazol-5-yl)-2-ethyl-[1,2,4]triazolo[1,5-α]pyrimidin-7(4H)-one). Yield: 26.5%. As a reaction SMILES: [CH2:1]([C:3]1[N:7]=[C:6]([NH2:8])[NH:5][N:4]=1)[CH3:2].[NH:9]1[C:13]2[CH:14]=[CH:15][C:16]([C:18](=O)[CH2:19][C:20](OCC)=[O:21])=[CH:17][C:12]=2[N:11]=[N:10]1.CC1C=CC(S(O)(=O)=O)=CC=1>C1(OC2C=CC=CC=2)C=CC=CC=1>[NH:9]1[C:13]2[CH:14]=[CH:15][C:16]([C:18]3[NH:8][C:6]4[N:5]([N:4]=[C:3]([CH2:1][CH3:2])[N:7]=4)[C:20](=[O:21])[CH:19]=3)=[CH:17][C:12]=2[N:11]=[N:10]1. Procedure: To a solution of 3-ethyl-1H-1,2,4-triazol-5-amine (150 mg, 0.89 mmol) in diphenyl ether (2 ml) was added ethyl 3-(1H-benzo[d][1,2,3]triazol-5-yl)-3-oxopropanoate (500 mg, 2.15 mmol) and TsOH (8 mg, 0.04 mmol), and the reaction mixture was stirred overnight at 130° C. The solids were collected by filtration and washed with methanol (20 ml) to afford 5-(1H-benzo[d][1,2,3]triazol-5-yl)-2-ethyl-[1,2,4]triazolo[1,5-α]pyrimidin-7(4H)-one as a off-white solid (66.4 mg, 18%). Reactants: C(CC(=O)OCC)(=O)OCC (diethyl malonate), ClCC=1C=NOC1C1=CC=C(C=C1)SC (4-chloromethyl-5-(4-methylthiophenyl)isoxazole), [H-].[Na+] (sodium hydride), Cl (hydrochloric acid). Run in O1CCCC1 (tetrahydrofuran), O (water), O1CCCC1 (tetrahydrofuran). Run at time 10 minute. Yields the product CSC1=CC=C(C=C1)C1=C(C=NO1)CCC(=O)O (3-[5-(4-methylthiophenyl)-4-isoxazolyl]propionic acid). Yield: 60.9%. As a reaction SMILES: [C:1]([O:9]CC)(=[O:8])[CH2:2][C:3](OCC)=O.[H-].[Na+].ClC[C:16]1[CH:17]=[N:18][O:19][C:20]=1[C:21]1[CH:26]=[CH:25][C:24]([S:27][CH3:28])=[CH:23][CH:22]=1.Cl>O1CCCC1.O>[CH3:28][S:27][C:24]1[CH:23]=[CH:22][C:21]([C:20]2[O:19][N:18]=[CH:17][C:16]=2[CH2:3][CH2:2][C:1]([OH:9])=[O:8])=[CH:26][CH:25]=1 |f:1.2|. Reported procedure: To a solution of diethyl malonate (10.3 g) in tetrahydrofuran (80 ml) was gradually added sodium hydride (60%, oil, 2.34 g) at 0° C. The mixture was stirred for 10 min and a solution of 4-chloromethyl-5-(4-methylthiophenyl)isoxazole (7.00 g) in tetrahydrofuran (70 ml) was added dropwise at 0° C. The mixture was stirred at room temperature for 8 hr. The reaction mixture was poured into water, acidified with 2N hydrochloric acid and extracted with ethyl acetate. The ethyl acetate layer was washed ... Starting materials: S1(=O)(=O)NC(=O)C2=CC=CC=C12 (saccharin), S1(=O)(=O)NC(=O)C2=CC=CC=C12 (saccharin), S1(=O)(=O)NC(=O)C2=CC=CC=C12 (saccharin), OC[C@H](O)[C@@H](O)[C@H](O)[C@H](O)CO (sorbitol), C([O-])([O-])=O.[Li+].[Li+] (lithium carbonate), S1(=O)(=O)NC(=O)C2=CC=CC=C12 (saccharin), [Li] (lithium). The solvent is O (water), O (water). Run at temperature 49 celsius. The product is S1(=O)(=O)NC(=O)C2=CC=CC=C12.[Li] (lithium saccharin). Reaction SMILES: [S:1]1([C:12]2[C:7](=[CH:8][CH:9]=[CH:10][CH:11]=2)[C:5](=[O:6])[NH:4]1)(=[O:3])=[O:2].OC[C@@H]([C@H]([C@@H]([C@@H](CO)O)O)O)O.C(=O)([O-])[O-].[Li+].[Li+].[Li:31]>O>[S:1]1([C:12]2[C:7](=[CH:8][CH:9]=[CH:10][CH:11]=2)[C:5](=[O:6])[NH:4]1)(=[O:2])=[O:3].[Li:31] |f:2.3.4,7.8,^1:30,44|. Procedure: For Samples 3-6, the sorbitol, 70% was charged to a kettle, followed by the sucrose, d-maltose, and Cornsweet 95, 77%. All of these were mixed until fully dissolved to produce a sorbitol intermediate mixture. The dissolving process was hastened by the application of low heat (approximately 49° C.). The saccharin and water were charged to a second kettle and mixed. The saccharin dispersed in the water but did not dissolve because saccharin is not water soluble. Then lithium carbonate was charged ... Reactants: C(=O)([O-])C(O)C(O)C(=O)[O-].[K+].[Na+] (sodium potassium tartrate), [H-].C(C(C)C)[Al+]CC(C)C (Diisobutylaluminum hydride), solution, CN(C=1C=C(C#N)C=C(C1)C(F)(F)F)C (3-dimethylamino-5-trifluoromethylbenzonitrile). The solvent is C(Cl)Cl (methylene chloride), C(Cl)Cl (methylene chloride). Run at time 2 hour. The product is CN(C=1C=C(C=O)C=C(C1)C(F)(F)F)C (3-Dimethylamino-5-trifluoromethyl-benzaldehyde). Reaction SMILES: [H-].C([Al+]CC(C)C)C(C)C.[CH3:11][N:12]([CH3:25])[C:13]1[CH:14]=[C:15]([CH:18]=[C:19]([C:21]([F:24])([F:23])[F:22])[CH:20]=1)[C:16]#N.C(C(C(C([O-])=O)O)O)([O-])=[O:27].[K+].[Na+]>C(Cl)Cl>[CH3:11][N:12]([CH3:25])[C:13]1[CH:14]=[C:15]([CH:18]=[C:19]([C:21]([F:24])([F:23])[F:22])[CH:20]=1)[CH:16]=[O:27] |f:0.1,3.4.5|. Procedure details: Diisobutylaluminum hydride (10 mL of a 1M solution in methylene chloride) is added dropwise to a solution of 3-dimethylamino-5-trifluoromethylbenzonitrile (1.06 g) in methylene chloride (25 mL) at 0° C. and the mixture stirred for 2 hours. While still at 0° C. a saturated aqueous solution of sodium potassium tartrate (8 mL) is slowly added and the solution is stirred for 1.5 hours. The reaction mixture is then extracted with ethyl acetate, dried over anhydrous magnesium sulfate and concentrated ... Reactants: ClC1=NN2C(C(=CC=C2)NCC2=C(C=CC=C2)N(S(=O)(=O)C)C)=N1 (N-{2-[(2-chloro-[1,2,4]triazolo[1,5-a]pyridin-8-ylamino)-methyl]-phenyl}-N-methyl-methanesulfonamide), C(C)#N (acetonitrile), [H-].[Na+] (sodium hydride), oil. The solvent is IC (iodomethane), IC (iodomethane). Run at time 2 hour. Yields the product ClC1=NN2C(C(=CC=C2)N(C)CC2=C(C=CC=C2)N(S(=O)(=O)C)C)=N1 (N-(2-{[(2-Chloro-[1,2,4]triazolo[1,5-a]pyridin-8-yl)-methyl-amino}-methyl]-phenyl)-N-methyl-methanesulfonamide), foam. Yield: 80.0%. RXN SMILES: [Cl:1][C:2]1[N:24]=[C:5]2[C:6]([NH:10][CH2:11][C:12]3[CH:17]=[CH:16][CH:15]=[CH:14][C:13]=3[N:18]([CH3:23])[S:19]([CH3:22])(=[O:21])=[O:20])=[CH:7][CH:8]=[CH:9][N:4]2[N:3]=1.[C:25](#N)C.[H-].[Na+]>IC>[Cl:1][C:2]1[N:24]=[C:5]2[C:6]([N:10]([CH2:11][C:12]3[CH:17]=[CH:16][CH:15]=[CH:14][C:13]=3[N:18]([CH3:23])[S:19]([CH3:22])(=[O:21])=[O:20])[CH3:25])=[CH:7][CH:8]=[CH:9][N:4]2[N:3]=1 |f:2.3|. Reported procedure: To a solution of N-{2-[(2-chloro-[1,2,4]triazolo[1,5-a]pyridin-8-ylamino)-methyl]-phenyl}-N-methyl-methanesulfonamide (250.0 mg, 0.6834 mmol) in acetonitrile (1 mL, 20 mmol) at room temperature was added sodium hydride, 60% disp. in mineral oil (33.0 mg, 0.825 mmol) followed by iodomethane (46.80 uL, 0.7517 mmol). The mixture was stirred at room temperature for 2 hours then additional iodomethane (10 uL) was added and the mixture was stirred at room temperature overnight. The mixture was quenche... The reactants are CCn1nc(-c2ccccc2)c(C(C)=O)c([N+](=O)[O-])c1=O, CCO, Nc1ncnc2[nH]cnc12. Product: CCn1nc(-c2ccccc2)c(C(C)=O)c(Nc2ncnc3[nH]cnc23)c1=O. As a reaction SMILES: [C:1]([CH3:2])(=[O:3])[c:4]1[c:5]([N+:19]([O-:20])=[O:21])[c:6](=[O:18])[n:7]([CH2:16][CH3:17])[n:8][c:9]1-[c:10]1[cH:11][cH:12][cH:13][cH:14][cH:15]1.[CH3:32][CH2:33][OH:34].[NH2:22][c:23]1[n:24][cH:25][n:26][c:27]2[nH:28][cH:29][n:30][c:31]12>>[C:1]([CH3:2])(=[O:3])[c:4]1[c:5]([NH:19][c:23]2[n:24][cH:25][n:26][c:27]3[nH:28][cH:29][n:30][c:31]23)[c:6](=[O:18])[n:7]([CH2:16][CH3:17])[n:8][c:9]1-[c:10]1[cH:11][cH:12][cH:13][cH:14][cH:15]1. Reactants: Cl.N1C[C@@H](CC1)NC(=O)C1=CNC2=C1N=CN=C2C2=C(C=C(C(=C2)F)OC)OCC2CC2 (4-(2-cyclopropylmethoxy-5-fluoro-4-methoxy-phenyl)-5H-pyrrolo[3,2-d]pyrimidine-7-carboxylic acid (R)-pyrrolidin-3-ylamide hydrochloride), C(C)(=O)Cl (acetyl chloride). Yields the product C(C)(=O)N1C[C@@H](CC1)NC(=O)C1=CNC2=C1N=CN=C2C2=C(C=C(C(=C2)F)OC)OCC2CC2 (4-(2-Cyclopropylmethoxy-5-fluoro-4-methoxy-phenyl)-5H-pyrrolo[3,2-d]pyrimidine-7-carboxylic acid ((R)-1-acetyl-pyrrolidin-3-yl)-amide). Reaction SMILES: Cl.[NH:2]1[CH2:6][CH2:5][C@@H:4]([NH:7][C:8]([C:10]2[C:14]3[N:15]=[CH:16][N:17]=[C:18]([C:19]4[CH:24]=[C:23]([F:25])[C:22]([O:26][CH3:27])=[CH:21][C:20]=4[O:28][CH2:29][CH:30]4[CH2:32][CH2:31]4)[C:13]=3[NH:12][CH:11]=2)=[O:9])[CH2:3]1.[C:33](Cl)(=[O:35])[CH3:34]>>[C:33]([N:2]1[CH2:6][CH2:5][C@@H:4]([NH:7][C:8]([C:10]2[C:14]3[N:15]=[CH:16][N:17]=[C:18]([C:19]4[CH:24]=[C:23]([F:25])[C:22]([O:26][CH3:27])=[CH:21][C:20]=4[O:28][CH2:29][CH:30]4[CH2:31][CH2:32]4)[C:13]=3[NH:12][CH:11]=2)=[O:9])[CH2:3]1)(=[O:35])[CH3:34] |f:0.1|. Reported procedure: Starting from 4-(2-cyclopropylmethoxy-5-fluoro-4-methoxy-phenyl)-5H-pyrrolo[3,2-d]pyrimidine-7-carboxylic acid (R)-pyrrolidin-3-ylamide hydrochloride (example A169) and acetyl chloride the title compound is obtained as colorless solid.